The task is: describe an organic reaction: reactants, conditions, products, and yield. This data is from the Open Reaction Database (ORD), a public repository of structured organic reaction records. Reactants: N#CCBr, O=C([O-])[O-], CC#N, [Cs+], [Cs+], Nc1ccc(O)cc1. The product is N#CCOc1ccc(N)cc1. Reaction SMILES: [Br:15][CH2:16][C:17]#[N:18].[C:1](=[O:2])([O-:3])[O-:4].[CH3:19][C:20]#[N:21].[Cs+:5].[Cs+:6].[NH2:7][c:8]1[cH:9][cH:10][c:11]([OH:12])[cH:13][cH:14]1>>[NH2:7][c:8]1[cH:9][cH:10][c:11]([O:12][CH2:16][C:17]#[N:18])[cH:13][cH:14]1. Run in CS(=O)C (DMSO). Conditions: time 3 hour. Reaction SMILES: [C:1]([C:3]1[CH:8]=[CH:7][C:6]([N:9]2[C:13]([C:14]3[CH:19]=[CH:18][C:17]([S:20]([CH3:23])(=[O:22])=[O:21])=[CH:16][CH:15]=3)=[CH:12][CH:11]=[C:10]2[CH2:24][CH2:25][C:26]([O:28][CH2:29][CH3:30])=[O:27])=[C:5]([CH3:31])[CH:4]=1)#[N:2].C(=O)([O-])[O-:33].[K+].[K+].OO.O>CS(C)=O>[C:1]([C:3]1[CH:8]=[CH:7][C:6]([N:9]2[C:13]([C:14]3[CH:15]=[CH:16][C:17]([S:20]([CH3:23])(=[O:22])=[O:21])=[CH:18][CH:19]=3)=[CH:12][CH:11]=[C:10]2[CH2:24][CH2:25][C:26]([O:28][CH2:29][CH3:30])=[O:27])=[C:5]([CH3:31])[CH:4]=1)(=[O:33])[NH2:2] |f:1.2.3|. Yields the product C(N)(=O)C1=CC(=C(C=C1)N1C(=CC=C1C1=CC=C(C=C1)S(=O)(=O)C)CCC(=O)OCC)C (ethyl 3-(1-(4-carbamoyl-2-methylphenyl)-5-(4-(methylsulfonyl)phenyl)-1H-pyrrol-2-yl)propanoate). Starting materials: O (water), C(#N)C1=CC(=C(C=C1)N1C(=CC=C1C1=CC=C(C=C1)S(=O)(=O)C)CCC(=O)OCC)C (ethyl 3-(1-(4-cyano-2-methylphenyl)-5-(4-(methylsulfonyl)phenyl)-1H-pyrrol-2-yl)propanoate), C([O-])([O-])=O.[K+].[K+] (potassium carbonate), OO (H2O2). Procedure details: To a stirred suspension of ethyl 3-(1-(4-cyano-2-methylphenyl)-5-(4-(methylsulfonyl)phenyl)-1H-pyrrol-2-yl)propanoate (28B) (120 mg, 0.28 mmol) and potassium carbonate in DMSO (0.2 mL) was added dropwise 30% H2O2 at 0° C. The mixture was allowed to warm to room temperature and stirred 3 h. After water (2 mL) was added, some precipitate appeared, which was separated by centrifuge, rinsed with water (0.5 mL) and dried in vacuum to afford ethyl 3-(1-(4-carbamoyl-2-methylphenyl)-5-(4-(methylsulfonyl... Isolated yield 80.0%.